This data is from the Open Reaction Database (ORD), a public repository of structured organic reaction records. The task is: describe an organic reaction: reactants, conditions, products, and yield The reactants are [H-].[Na+] (sodium hydride), [H-].[Na+] (sodium hydride), [H-].[Na+] (sodium hydride), C1(=CC=CC=C1)N1C(NCC1)=O (1-phenylimidazolidin-2-one), C(CCCCCCC)I (octyl iodide), C(CCCCCCC)I (octyl iodide). Run in CN(C=O)C (dimethylformamide). Run at time 45 minute. The product is C(CCCCCCC)N1C(N(CC1)C1=CC=CC=C1)=O (3-octyl-1-phenylimidazolidin-2-one). Isolated yield 47.0%. As a reaction SMILES: [C:1]1([N:7]2[CH2:11][CH2:10][NH:9][C:8]2=[O:12])[CH:6]=[CH:5][CH:4]=[CH:3][CH:2]=1.[H-].[Na+].[CH2:15](I)[CH2:16][CH2:17][CH2:18][CH2:19][CH2:20][CH2:21][CH3:22]>CN(C)C=O>[CH2:15]([N:9]1[CH2:10][CH2:11][N:7]([C:1]2[CH:2]=[CH:3][CH:4]=[CH:5][CH:6]=2)[C:8]1=[O:12])[CH2:16][CH2:17][CH2:18][CH2:19][CH2:20][CH2:21][CH3:22] |f:1.2|. Reported procedure: To a 0° C. suspension of 5.00 g (30.8 mmol) 1-phenylimidazolidin-2-one in 50 mL of dimethylformamide was added 1.48 g (37.0 mmol, 1.2 equiv) of sodium hydride (60% oil dispersion). After 45 minutes, 6.7 mL (8.88 g, 37.0 mmol, 1.2 equiv) of octyl iodide was added. The mixture was allowed to stir overnight with gradual warming to room temperature. TLC analysis indicated the presence of starting material. An additional 830 mg portion of sodium hydride was added. After 5 hours, TLC analysis again in... The reactants are ClC=1C=C(C(=O)NC=2SC=CN2)C=CC1NC(CC1CCCC1)=O (3-chloro-4-(2-cyclopentyl-acetylamino)-N-thiazol-2-yl-benzamide), ClCOC(=O)C1CCN(CC1)C(=O)OC(C)(C)C (piperidine-1,4-dicarboxylic acid 1-tert-butyl ester 4-chloromethyl ester). Yields the product N1CCC(CC1)C(=O)O (Piperidine-4-carboxylic acid). As a reaction SMILES: ClC1C=C(C=CC=1NC(=O)CC1CCCC1)C(NC1SC=CN=1)=O.ClC[O:27][C:28]([CH:30]1[CH2:35][CH2:34][N:33](C(OC(C)(C)C)=O)[CH2:32][CH2:31]1)=[O:29]>>[NH:33]1[CH2:34][CH2:35][CH:30]([C:28]([OH:29])=[O:27])[CH2:31][CH2:32]1. Procedure: Prepared from 3-chloro-4-(2-cyclopentyl-acetylamino)-N-thiazol-2-yl-benzamide and piperidine-1,4-dicarboxylic acid 1-tert-butyl ester 4-chloromethyl ester followed by deprotection.